This data is from the Open Reaction Database (ORD), a public repository of structured organic reaction records. The task is: describe an organic reaction: reactants, conditions, products, and yield Yields the product COC=1C=C(N=NC1)OC1=C(C(=NN1C)C(F)(F)F)C=O (5-[(5-methoxy-3-pyridazinyl)oxy]-1-methyl-3-(trifluoromethyl)-1H-pyrazole-4-carboxaldehyde). The yield is 55.8%. Starting materials: solvent, OC1=C(C(=NN1C)C(F)(F)F)C=O (5-Hydroxy-1-methyl-3-(trifluoromethyl)-1H-pyrazole-4-carboxaldehyde), ClC=1N=NC=C(C1)OC (3-chloro-5-methoxypyridazine), N1=C(C=CC=C1C)C (2,6-lutidine). RXN SMILES: [OH:1][C:2]1[N:6]([CH3:7])[N:5]=[C:4]([C:8]([F:11])([F:10])[F:9])[C:3]=1[CH:12]=[O:13].Cl[C:15]1[N:16]=[N:17][CH:18]=[C:19]([O:21][CH3:22])[CH:20]=1.N1C(C)=CC=CC=1C>C1(C)C=CC=CC=1>[CH3:22][O:21][C:19]1[CH:20]=[C:15]([O:1][C:2]2[N:6]([CH3:7])[N:5]=[C:4]([C:8]([F:11])([F:10])[F:9])[C:3]=2[CH:12]=[O:13])[N:16]=[N:17][CH:18]=1. The solvent is C1(=CC=CC=C1)C (toluene). Procedure details: 5-Hydroxy-1-methyl-3-(trifluoromethyl)-1H-pyrazole-4-carboxaldehyde (3.0 g, 0.015 mole), 3-chloro-5-methoxypyridazine (2.3 g, 0.015 mole), 2,6-lutidine (2.8 g, 0.025 mole), and toluene (80 mL) were heated in a flask equipped with a short Vigreux column until 5 mL of solvent had distilled. The mixture was then held at reflux for 4 hours, cooled, poured into 1% hydrochloric acid, and extracted with a mixture of ether and ethyl acetate. The combined extracts were washed with 1% hydrochloric acid, 1... Starting materials: C(=O)(OC(C)(C)C)C1C(CC2=CC=CC=C12)(C(=O)O)N (Boc-2-aminoindane-2-carboxylic acid), CN1CCOCC1 (4-methylmorpholine), C(C(C)(C)C)C=1C=C(C(=CC1)N)N (4-neopentylbenzene-1,2-diamine), C(C)(=O)O (acetic acid), C(C(C)C)OC(=O)Cl (isobutylchloroformate), FC(C(=O)O)(F)F (trifluoroacetic acid). The solvent is C(C)#N (acetonitrile). Run at time 30 minute. Product: CC(CC=1C=CC2=C(NC(=N2)C2(CC3=CC=CC=C3C2)N)C1)(C)C (2-[6-(2,2-Dimethylpropyl)-1H-benzimidazol-2-yl]-2,3-dihydro-1H-inden-2-amine). Isolated yield 51.7%. Reaction SMILES: C([CH:8]1[C:16]2[C:11](=[CH:12][CH:13]=[CH:14][CH:15]=2)[CH2:10][C:9]1([NH2:20])[C:17](O)=O)(OC(C)(C)C)=O.CN1CCOCC1.C(OC(Cl)=O)C(C)C.[CH2:36]([C:41]1[CH:42]=[C:43]([NH2:48])[C:44]([NH2:47])=[CH:45][CH:46]=1)[C:37]([CH3:40])([CH3:39])[CH3:38].C(O)(=O)C.FC(F)(F)C(O)=O>C(#N)C>[CH3:38][C:37]([CH3:40])([CH3:39])[CH2:36][C:41]1[CH:46]=[CH:45][C:44]2[N:47]=[C:17]([C:9]3([NH2:20])[CH2:8][C:16]4[C:11](=[CH:12][CH:13]=[CH:14][CH:15]=4)[CH2:10]3)[NH:48][C:43]=2[CH:42]=1. Reported procedure: To a solution of Boc-2-aminoindane-2-carboxylic acid (107 mg, 0.386 mmol) in acetonitrile (2.0 mL) and 4-methylmorpholine (0.11 mL, 1.0 mmol) cooled in an ice/brine bath was added isobutylchloroformate (0.050 mL, 0.38 mmol). The mixture was stirred for 30 minutes and then 4-neopentylbenzene-1,2-diamine (Preparation 83, 82 mg, 0.46 mmol) was added. The reaction mixture was allowed to warm to room temperature and stir for 4 hours. The solvent was evaporated and the resulting oil was dissolved in a... Starting materials: C(C)(=O)[O-].[Na+] (sodium acetate), Cl.ClCC=1N=C(SC1)C (4-chloromethyl-2-methylthiazole, hydrochloride), BrBr (bromine). Solvent: C(C)(=O)O (acetic acid), C(C)(=O)O (acetic acid). Conditions: time 2.5 hour. The product is BrC1=C(N=C(S1)C)CCl (5-Bromo-4-chloromethyl-2-methylthiazole). The yield is 61.1%. RXN SMILES: Cl.[Cl:2][CH2:3][C:4]1[N:5]=[C:6]([CH3:9])[S:7][CH:8]=1.C([O-])(=O)C.[Na+].[Br:15]Br>C(O)(=O)C>[Br:15][C:8]1[S:7][C:6]([CH3:9])=[N:5][C:4]=1[CH2:3][Cl:2] |f:0.1,2.3|. Procedure: To 11 g of 4-chloromethyl-2-methylthiazole, hydrochloride (0.06 mol), dissolved in 150 ml of glacial acetic acid are added while stirring, 11.5 g of anhydrous sodium acetate (0.14 mol) and at 45°-50°, 9.6 g of bromine (0.12 mol) in 50 ml of glacial acetic acid. Stirring is continued for an additional 2.5 hours at 60°-80° C. Then the solution is evaporated in vacuo to dryness and the residual product is extracted with ether. Evaporation of the solvent gives 8.3 g oil which is then dissolved in he... Reactants: O.ON1N=NC2=C1C=CC=C2 (1-Hydroxybenzotriazole monohydrate), Cl.CN(CCCN=C=NCC)C (1-(3-dimethylaminopropyl)-3-ethylcarbodiimide hydrochloride), ClC=1C=C2C=C(NC2=CC1)C(=O)N[C@H]1[C@H](C1)N ((±)-cis-N-[(5-chloroindol-2-yl)carbonyl]-1,2-cyclopropanediamine), CN1CC2=C(CC1)N=C(S2)C(=O)[O-].[Li+] (lithium 5-methyl-4,5,6,7-tetrahydrothiazolo[5,4-c]pyridine-2-carboxylate). The solvent is CN(C=O)C (N,N-dimethylformamide). Conditions: time 8 day. Yields the product Cl.ClC=1C=C2C=C(NC2=CC1)C(=O)N[C@H]1[C@H](C1)NC(=O)C=1SC=2CN(CCC2N1)C ((±)-cis-N1-[(5-Chloroindol-2-yl)carbonyl]-N2-[(5-methyl-4,5,6,7-tetrahydrothiazolo[5,4-c]pyridin-2-yl)carbonyl]-1,2-cyclopropanediamine hydrochloride). The yield is 71.4%. Reaction SMILES: O.ON1C2C=CC=CC=2N=N1.Cl.CN(C)CCCN=C=NCC.[Cl:24][C:25]1[CH:26]=[C:27]2[C:31](=[CH:32][CH:33]=1)[NH:30][C:29]([C:34]([NH:36][C@@H:37]1[CH2:39][C@@H:38]1[NH2:40])=[O:35])=[CH:28]2.[CH3:41][N:42]1[CH2:47][CH2:46][C:45]2[N:48]=[C:49]([C:51]([O-])=[O:52])[S:50][C:44]=2[CH2:43]1.[Li+]>CN(C)C=O>[ClH:24].[Cl:24][C:25]1[CH:26]=[C:27]2[C:31](=[CH:32][CH:33]=1)[NH:30][C:29]([C:34]([NH:36][C@@H:37]1[CH2:39][C@@H:38]1[NH:40][C:51]([C:49]1[S:50][C:44]3[CH2:43][N:42]([CH3:41])[CH2:47][CH2:46][C:45]=3[N:48]=1)=[O:52])=[O:35])=[CH:28]2 |f:0.1,2.3,5.6,8.9|. Procedure: 1-Hydroxybenzotriazole monohydrate (71 mg) and 1-(3-dimethylaminopropyl)-3-ethylcarbodiimide hydrochloride (100 mg) were added to a solution with (±)-cis-N-[(5-chloroindol-2-yl)carbonyl]-1,2-cyclopropanediamine (108 mg) and lithium 5-methyl-4,5,6,7-tetrahydrothiazolo[5,4-c]pyridine-2-carboxylate (124 mg) dissolved in N,N-dimethylformamide (3 ml) at room temperature, and the mixture was stirred for 8 days. After concentrating the reaction mixture under reduced pressure using a vacuum pump, water ... As a reaction SMILES: [Ag+2:30].[C:26](=[O:27])([O-:28])[O-:29].[CH2:1]([c:2]1[cH:3][cH:4][cH:5][cH:6][cH:7]1)[O:8][C:9]([NH:10][c:11]1[c:12](=[O:18])[nH:13][cH:14][c:15]([I:17])[cH:16]1)=[O:19].[CH:22]([Cl:23])([Cl:24])[Cl:25].[I:20][CH3:21]>>[CH2:1]([c:2]1[cH:3][cH:4][cH:5][cH:6][cH:7]1)[O:8][C:9]([NH:10][c:11]1[c:12]([O:18][CH3:21])[n:13][cH:14][c:15]([I:17])[cH:16]1)=[O:19]. Yields the product COc1ncc(I)cc1NC(=O)OCc1ccccc1. Starting materials: [Ag+2], O=C([O-])[O-], O=C(Nc1cc(I)c[nH]c1=O)OCc1ccccc1, ClC(Cl)Cl, CI. The reactants are CC(=O)OC(C)=O, ClCCl, NC1Cc2ccccc2N(C(=O)c2ccc(NC(=O)c3cc(Cl)cc(Cl)c3)cc2)C1. Product: CC(=O)NC1Cc2ccccc2N(C(=O)c2ccc(NC(=O)c3cc(Cl)cc(Cl)c3)cc2)C1. As a reaction SMILES: [CH3:31][C:32](=[O:33])[O:34][C:35](=[O:36])[CH3:37].[Cl:38][CH2:39][Cl:40].[NH2:1][CH:2]1[CH2:3][N:4]([C:12]([c:13]2[cH:14][cH:15][c:16]([NH:19][C:20]([c:21]3[cH:22][c:23]([Cl:28])[cH:24][c:25]([Cl:27])[cH:26]3)=[O:29])[cH:17][cH:18]2)=[O:30])[c:5]2[cH:6][cH:7][cH:8][cH:9][c:10]2[CH2:11]1>>[NH:1]([CH:2]1[CH2:3][N:4]([C:12]([c:13]2[cH:14][cH:15][c:16]([NH:19][C:20]([c:21]3[cH:22][c:23]([Cl:28])[cH:24][c:25]([Cl:27])[cH:26]3)=[O:29])[cH:17][cH:18]2)=[O:30])[c:5]2[cH:6][cH:7][cH:8][cH:9][c:10]2[CH2:11]1)[C:32]([CH3:31])=[O:33]. Reactants: C1(=CC=CC2=CC=CC=C12)OC1=CC=[N+](C=C1)[O-] (4-(1-Naphthyloxy)-pyridine-N-oxide), P(=O)(Cl)(Cl)Cl (phosphoryl chloride), P(=O)(Cl)(Cl)Cl (phosphoryl chloride), ice water. Conditions: time 8 hour. Yields the product ClC1=NC=CC(=C1)OC1=CC=CC2=CC=CC=C12 (2-Chloro-4-(1-naphthyloxy)-pyridine). Reaction SMILES: [C:1]1([O:11][C:12]2[CH:17]=[CH:16][N+:15]([O-])=[CH:14][CH:13]=2)[C:10]2[C:5](=[CH:6][CH:7]=[CH:8][CH:9]=2)[CH:4]=[CH:3][CH:2]=1.P(Cl)(Cl)([Cl:21])=O>>[Cl:21][C:16]1[CH:17]=[C:12]([O:11][C:1]2[C:10]3[C:5](=[CH:6][CH:7]=[CH:8][CH:9]=3)[CH:4]=[CH:3][CH:2]=2)[CH:13]=[CH:14][N:15]=1. Reported procedure: A suspension of Example 137 A (4.50 g; 19.0 mmol) in phosphoryl chloride (50 ml) is heated to reflux temperature in the course of 1.5 h and stirred at this temperature overnight. The phosphoryl chloride is stripped off in vacuo, the residue is treated with ice water and the mixture is extracted with dichloromethane. The organic phase is washed with sat. NaHCO3 solution, dried (Na2SO4) and concentrated in vacuo. The residue is chromatographed on silica gel using toluene:EA (5:1). Reactants: BrC1=CC(=C(C(=O)C(C(=O)OCC)=CN(C)C)C=C1)Cl (ethyl 2-(4-bromo-2-chloro-benzoyl)-3-dimethylamino-acrylate), [N+](=O)(O)[O-].[N+](=O)(O)[O-].COC=1C=C(C=CC1N1C=NC(=C1)C)NC(=N)N (N-[3-methoxy-4-(4-methyl-imidazol-1-yl)-phenyl]-guanidine dinitrate). Product: BrC1=CC(=C(C=C1)C1=NC(=NC=C1C(=O)OCC)NC1=CC(=C(C=C1)N1C=NC(=C1)C)OC)Cl (Ethyl 4-(4-bromo-2-chloro-phenyl)-2-[3-methoxy-4-(4-methyl-imidazol-1-yl)-phenylamino]-pyrimidine-5-carboxylate), solid. The yield is 28.0%. RXN SMILES: [Br:1][C:2]1[CH:19]=[CH:18][C:5]([C:6]([C:8](=[CH:14]N(C)C)[C:9]([O:11][CH2:12][CH3:13])=[O:10])=O)=[C:4]([Cl:20])[CH:3]=1.[N+]([O-])(O)=O.[N+]([O-])(O)=O.[CH3:29][O:30][C:31]1[CH:32]=[C:33]([NH:43][C:44]([NH2:46])=[NH:45])[CH:34]=[CH:35][C:36]=1[N:37]1[CH:41]=[C:40]([CH3:42])[N:39]=[CH:38]1>>[Br:1][C:2]1[CH:19]=[CH:18][C:5]([C:6]2[C:8]([C:9]([O:11][CH2:12][CH3:13])=[O:10])=[CH:14][N:46]=[C:44]([NH:43][C:33]3[CH:34]=[CH:35][C:36]([N:37]4[CH:41]=[C:40]([CH3:42])[N:39]=[CH:38]4)=[C:31]([O:30][CH3:29])[CH:32]=3)[N:45]=2)=[C:4]([Cl:20])[CH:3]=1 |f:1.2.3|. Procedure: The title compound was prepared from crude ethyl 2-(4-bromo-2-chloro-benzoyl)-3-dimethylamino-acrylate (50 mg, 0.14 mmol) and N-[3-methoxy-4-(4-methyl-imidazol-1-yl)-phenyl]-guanidine dinitrate (43 mg, 0.12 mmol) using in analogous manner the procedure described in example 28b). Obtained as a yellow solid (50 mg) in 28% yield.